From a dataset of the Open Reaction Database (ORD), a public repository of structured organic reaction records. describe an organic reaction: reactants, conditions, products, and yield The reactants are C(C)(=O)N1C(C(C2=CC(=CC=C12)[N+](=O)[O-])=C(C1=CC=CC=C1)OCC)=O (1-acetyl-3-(1-ethoxy-1-phenyl-methylidene)-5-nitro-2-indolinone), N1(CCCCC1)CC=1C=C(N)C=CC1 (3-piperidinomethyl-aniline), [OH-].[Na+] (sodium hydroxide). Run in CN(C)C=O (DMF), CO (methanol). Product: N1(CCCCC1)CC=1C=C(C=CC1)N\C(\C1=CC=CC=C1)=C\1/C(NC2=CC=C(C=C12)[N+](=O)[O-])=O ((Z)-3-[1-(3-piperidinomethyl-phenylamino)-1-phenyl-methylidene]-5-nitro-2-indolinone). As a reaction SMILES: C([N:4]1[C:12]2[C:7](=[CH:8][C:9]([N+:13]([O-:15])=[O:14])=[CH:10][CH:11]=2)[C:6](=[C:16](OCC)[C:17]2[CH:22]=[CH:21][CH:20]=[CH:19][CH:18]=2)[C:5]1=[O:26])(=O)C.[N:27]1([CH2:33][C:34]2[CH:35]=[C:36]([CH:38]=[CH:39][CH:40]=2)[NH2:37])[CH2:32][CH2:31][CH2:30][CH2:29][CH2:28]1.[OH-].[Na+]>CN(C=O)C.CO>[N:27]1([CH2:33][C:34]2[CH:35]=[C:36]([NH:37]/[C:16](=[C:6]3\[C:5](=[O:26])[NH:4][C:12]4[C:7]\3=[CH:8][C:9]([N+:13]([O-:15])=[O:14])=[CH:10][CH:11]=4)/[C:17]3[CH:18]=[CH:19][CH:20]=[CH:21][CH:22]=3)[CH:38]=[CH:39][CH:40]=2)[CH2:32][CH2:31][CH2:30][CH2:29][CH2:28]1 |f:2.3|. Procedure: Prepared analogously to Example 82 from 1-acetyl-3-(1-ethoxy-1-phenyl-methylidene)-5-nitro-2-indolinone and 3-piperidinomethyl-aniline in DMF and subsequent treatment with sodium hydroxide solution in methanol. Reactants: CC1=C(C=C(C=C1)C)O (2,5-dimethylphenol), C(C)(=O)OCC.CCCCCC (ethyl acetate hexane). The product is CC1=C(OC(C(=O)O)(C)C)C=C(C=C1)C (2-(2,5-Dimethylphenoxy)-2-methylpropionic acid). Isolated yield 57.0%. As a reaction SMILES: [CH3:1][C:2]1[CH:7]=[CH:6][C:5]([CH3:8])=[CH:4][C:3]=1[OH:9].[C:10]([O:13]CC)(=[O:12])C.CCC[CH2:19][CH2:20][CH3:21]>>[CH3:1][C:2]1[CH:7]=[CH:6][C:5]([CH3:8])=[CH:4][C:3]=1[O:9][C:20]([CH3:19])([CH3:21])[C:10]([OH:13])=[O:12] |f:1.2|. Procedure details: Using 2,5-dimethylphenol, the title compound was synthesized in the same manner as in Reference Example 36. Yield 57%. Melting point: 107-109° C. (ethyl acetate-hexane).